From a dataset of the Open Reaction Database (ORD), a public repository of structured organic reaction records. describe an organic reaction: reactants, conditions, products, and yield Starting materials: ClC1=C(SC=2C(CN(CCC21)C)C2=CC=CC=C2)CO (3-chloro-2-hydroxymethyl-6-methyl-8-phenyl-5,6,7,8-tetrahydro-4H-thieno[2,3-d]azepine). The reagents and catalysts are [Pd] (palladium on carbon). Solvent: C(C)(=O)O (acetic acid), Cl (hydrochloric acid). Run at time 20 hour. Yields the product Cl.ClC1=C(SC=2C(CN(CCC21)C)C2=CC=CC=C2)C (3-Chloro-2,6-dimethyl-8-phenyl-5,6,7,8-tetrahydro-4H-thieno[2,3-d]azepine hydrochloride). RXN SMILES: [Cl:1][C:2]1[C:11]2[CH2:10][CH2:9][N:8]([CH3:12])[CH2:7][CH:6]([C:13]3[CH:18]=[CH:17][CH:16]=[CH:15][CH:14]=3)[C:5]=2[S:4][C:3]=1[CH2:19]O>[Pd].C(O)(=O)C.Cl>[ClH:1].[Cl:1][C:2]1[C:11]2[CH2:10][CH2:9][N:8]([CH3:12])[CH2:7][CH:6]([C:13]3[CH:14]=[CH:15][CH:16]=[CH:17][CH:18]=3)[C:5]=2[S:4][C:3]=1[CH3:19] |f:4.5|. Reported procedure: A mixture of 3-chloro-2-hydroxymethyl-6-methyl-8-phenyl-5,6,7,8-tetrahydro-4H-thieno[2,3-d]azepine (0.20 g) and 10% palladium on carbon (50 mg) in acetic acid (2 ml) and concentrated hydrochloric acid (0.1 ml) was hydrogenated at 60 psi for 20 hours. The reaction mixture was filtered, evaporated and the residue chromatographed on silica eluting with 1% methanol-ammonia solution in dichloromethane. The combined fractions were dissolved in ethanolic hydrogen chloride, evaporated and crystallised f... The reactants are C1(=CC=CC=C1)C[C@@H](C1(OCCO1)C1=CC=CC=C1)NC(=O)C1=CC=2C(=CN=C(C2)Cl)N1 (5-chloro-1H-pyrrolo[2,3-c]pyridine-2-carboxylic acid [2-phenyl-1-(S)-(2-phenyl-[1,3]dioxolan-2-yl)ethyl]amide), Cl (hydrochloric acid). The solvent is CC(=O)C (acetone). Product: C(C1=CC=CC=C1)[C@@H](C(C1=CC=CC=C1)=O)NC(=O)C1=CC=2C(=CN=C(C2)Cl)N1 (5-Chloro-1H-pyrrolo[2,3-c]pyridine-2-carboxylic acid (1-(S)-benzyl-2-oxo-2-phenylethyl)amide). RXN SMILES: [C:1]1([CH2:7][C@H:8]([NH:20][C:21]([C:23]2[NH:32][C:26]3=[CH:27][N:28]=[C:29]([Cl:31])[CH:30]=[C:25]3[CH:24]=2)=[O:22])[C:9]2([C:14]3[CH:19]=[CH:18][CH:17]=[CH:16][CH:15]=3)OCC[O:10]2)[CH:6]=[CH:5][CH:4]=[CH:3][CH:2]=1.Cl>CC(C)=O>[CH2:7]([C@H:8]([NH:20][C:21]([C:23]1[NH:32][C:26]2=[CH:27][N:28]=[C:29]([Cl:31])[CH:30]=[C:25]2[CH:24]=1)=[O:22])[C:9](=[O:10])[C:14]1[CH:15]=[CH:16][CH:17]=[CH:18][CH:19]=1)[C:1]1[CH:6]=[CH:5][CH:4]=[CH:3][CH:2]=1. Procedure details: To a solution of 5-chloro-1H-pyrrolo[2,3-c]pyridine-2-carboxylic acid [2-phenyl-1-(S)-(2-phenyl-[1,3]dioxolan-2-yl)ethyl]amide (Preparation 96, 47 mg, 0.105 mmol) in acetone (20 mL) was added aqueous hydrochloric acid (1 mL, 1M). After stirring under reflux for 3 days the solvent was removed in vacuo. The residue was distributed between ethyl acetate (100 mL) and saturated sodium carbonate solution (50 mL). After separation the organic layer was washed with brine (50 ml), dried (MgSO4) and conce...